Dataset: the Open Reaction Database (ORD), a public repository of structured organic reaction records. Task: describe an organic reaction: reactants, conditions, products, and yield The reactants are BrCCCCCC(=O)Cl (6-bromohexanoyl chloride), NC1=C(N=C(S1)NC1=CC2=CC=CC=C2C=C1)C(=O)N (5-amino-2-(naphthalen-2-ylamino)thiazole-4-carboxamide), N1=CC=CC=C1 (pyridine). The solvent is C1CCOC1 (THF), C1CCOC1 (THF). Run at time 16 hour. The product is BrCCCCCC(=O)NC1=C(N=C(S1)NC1=CC2=CC=CC=C2C=C1)C(=O)N (5-(6-bromohexanamido)-2-(naphthalen-2-ylamino)thiazole-4-carboxamide). Isolated yield 92.0%. Reaction SMILES: [Br:1][CH2:2][CH2:3][CH2:4][CH2:5][CH2:6][C:7](Cl)=[O:8].[NH2:10][C:11]1[S:15][C:14]([NH:16][C:17]2[CH:26]=[CH:25][C:24]3[C:19](=[CH:20][CH:21]=[CH:22][CH:23]=3)[CH:18]=2)=[N:13][C:12]=1[C:27]([NH2:29])=[O:28].N1C=CC=CC=1>C1COCC1>[Br:1][CH2:2][CH2:3][CH2:4][CH2:5][CH2:6][C:7]([NH:10][C:11]1[S:15][C:14]([NH:16][C:17]2[CH:26]=[CH:25][C:24]3[C:19](=[CH:20][CH:21]=[CH:22][CH:23]=3)[CH:18]=2)=[N:13][C:12]=1[C:27]([NH2:29])=[O:28])=[O:8]. Reported procedure: A solution of 6-bromohexanoyl chloride (0.82 mL, 5.28 mmol) in THF (4 mL) was added dropwise to a mixture of 5-amino-2-(naphthalen-2-ylamino)thiazole-4-carboxamide (0.30 g, 1.06 mmol) and pyridine (4 mL) in THF (20 mL) at 0° C., and the mixture was stirred for 16 hrs at rt. The reaction mixture was quenched with ice-water. The resulting solids were collected by filtration and washed with ether and EtOAc to give 0.45 g (92% yield) of the titled compound. Reactants: Br[Mg]C1=CC2=C(CCO2)C=C1 (bromo(2,3-dihydro-1-benzofuran-6-yl)magnesium), C(C)(=O)OC(C)=O (acetic anhydride). Run in C1CCOC1 (THF), CCOCC (Et2O). Run at temperature -78 celsius, time 1 hour. Product: O1CCC2=C1C=C(C=C2)C(C)=O (1-(2,3-Dihydro-benzofuran-6-yl)-ethanone). RXN SMILES: Br[Mg][C:3]1[CH:11]=[CH:10][C:6]2[CH2:7][CH2:8][O:9][C:5]=2[CH:4]=1.[C:12](OC(=O)C)(=[O:14])[CH3:13]>C1COCC1.CCOCC>[O:9]1[C:5]2[CH:4]=[C:3]([C:12](=[O:14])[CH3:13])[CH:11]=[CH:10][C:6]=2[CH2:7][CH2:8]1. Reported procedure: A solution of bromo(2,3-dihydro-1-benzofuran-6-yl)magnesium (prepared from 6-bromo-2,3-dihydro-benzofuran (2.50 g, 12.56 mmol) and Mg (0.336 g, 13.8 mmol)) in THF (10 mL) was dropwise added to a solution of acetic anhydride (2.40 mL, 25.4 mmol) in Et2O (10 mL) held at −78° C. The reaction mixture was stirred at −78° C. for 1 h before the temperature was allowed to reach −10° C. over a period of 1 h. The reaction mixture was quenched by the addition of NH4Cl (aq, saturated, 20 mL) and the resulti...